From a dataset of the Open Reaction Database (ORD), a public repository of structured organic reaction records. describe an organic reaction: reactants, conditions, products, and yield Procedure details: This material was prepared from diethyl(3,5-dimethoxy-4-1-propylbenzyl)phosphonate and 3,5-dimethoxybenzaldehyde in 25% yield as the same procedure as described in Example 5(b) RXN SMILES: C(OP([CH2:9][C:10]1[CH:15]=[C:14]([O:16][CH3:17])[C:13]([CH2:18][CH2:19][CH3:20])=[C:12]([O:21][CH3:22])[CH:11]=1)(=O)OCC)C.[CH3:23][O:24][C:25]1[CH:26]=[C:27]([CH:30]=[C:31]([O:33][CH3:34])[CH:32]=1)[CH:28]=O>>[CH3:17][O:16][C:14]1[CH:15]=[C:10]([CH:9]=[CH:28][C:27]2[CH:30]=[C:31]([O:33][CH3:34])[CH:32]=[C:25]([O:24][CH3:23])[CH:26]=2)[CH:11]=[C:12]([O:21][CH3:22])[C:13]=1[CH2:18][CH2:19][CH3:20]. Product: COC=1C=C(C=C(C1CCC)OC)C=CC1=CC(=CC(=C1)OC)OC (1-(3,5-Dimethoxy-4-1-propylphenyl)-2-(3,5-dimethoxyphenyl)e-thene). Starting materials: C(C)OP(OCC)(=O)CC1=CC(=C(C(=C1)OC)CCC)OC (diethyl(3,5-dimethoxy-4-1-propylbenzyl)phosphonate), COC=1C=C(C=O)C=C(C1)OC (3,5-dimethoxybenzaldehyde). Isolated yield 25.0%. The reactants are OC1=NC2=C(C3=CC=C(C=C13)OC)OC1=C2C=CC=C1 (5-hydroxyl-3-methoxy-benzofuro[3,2-c]isoquinoline), ClC1=CC=C2C3=C(N=C(C2=C1)O)C1=C(O3)C=CC=C1 (3-chloro-benzofuro[3,2-c]isoquinoline-5-ol). Yields the product COC1=CC=C2C3=C(N=C(C2=C1)Cl)C1=C(O3)C=CC=C1 (3-methoxy-5-chloro-benzofuro[3,2-c]isoquinoline). As a reaction SMILES: O[C:2]1[C:11]2[C:6](=[CH:7][CH:8]=[C:9]([O:12][CH3:13])[CH:10]=2)[C:5]2[O:14][C:15]3[CH:20]=[CH:19][CH:18]=[CH:17][C:16]=3[C:4]=2[N:3]=1.[Cl:21]C1C=C2C(C3OC4C=CC=CC=4C=3N=C2O)=CC=1>>[CH3:13][O:12][C:9]1[CH:10]=[C:11]2[C:6]([C:5]3[O:14][C:15]4[CH:20]=[CH:19][CH:18]=[CH:17][C:16]=4[C:4]=3[N:3]=[C:2]2[Cl:21])=[CH:7][CH:8]=1. Reported procedure: The procedure was similar to step S19C, while the starting material was 25B in stead of 19B.